describe an organic reaction: reactants, conditions, products, and yield From a dataset of the Open Reaction Database (ORD), a public repository of structured organic reaction records. The reactants are C1OCCC2=CC=CC=C12 (isochroman), C(CC(O)(C(=O)O)CC(=O)O)(=O)O (citric acid), C(CC(O)(C(=O)O)CC(=O)O)(=O)O (citric acid), [H][H] (hydrogen). The reagents and catalysts are [Pd] (palladium-on-carbon). Reaction conditions: temperature 150 celsius, time 5 hour. Yields the product CC1=C(C=CC=C1)CCO (2-Methyl Phenylethyl Alcohol). Reaction SMILES: [CH2:1]1[C:10]2[C:5](=[CH:6][CH:7]=[CH:8][CH:9]=2)[CH2:4][CH2:3][O:2]1.C(O)(=O)CC(CC(O)=O)(C(O)=O)O.[H][H]>[Pd]>[CH3:1][C:10]1[CH:9]=[CH:8][CH:7]=[CH:6][C:5]=1[CH2:4][CH2:3][OH:2]. Reported procedure: 1250 Grams of isochroman having the structure: ##STR63## 25 grams of 5% palladium-on-carbon and 12.5 grams of citric acid are placed in a 4-liter autoclave. The autoclave is sealed, heated to 150° C. and pressurized with hydrogen at 200 psig. After five hours, 12.5 grams of additional citric acid is added to the autoclave and the autoclave is resealed. The autoclave is then heated at a pressure of 200 psig and 150° C. for an additional three hours. At the end of this additional three hour period... Reactants: ClC1=CC=C(C=C1)C1=NSC(O1)=O (5-(4-chlorophenyl)-2H-1,3,4-oxathiazol-2-one), FC(C#CC(=O)OCC)(F)F (ethyl 4,4,4-trifluorobut-2-ynoate), ethyl acetate petroleum ether. Run in ClC1=CC(=CC=C1)Cl (1,3-dichlorobenzene). Conditions: temperature 150 celsius, time 18 hour. Product: ClC1=CC=C(C=C1)C1=NSC(=C1C(=O)OCC)C(F)(F)F (Ethyl 3-(4-chlorophenyl)-5-(trifluoromethyl)-1,2-thiazole-4-carboxylate). As a reaction SMILES: [Cl:1][C:2]1[CH:7]=[CH:6][C:5]([C:8]2OC(=O)[S:10][N:9]=2)=[CH:4][CH:3]=1.[F:14][C:15]([F:24])([F:23])[C:16]#[C:17][C:18]([O:20][CH2:21][CH3:22])=[O:19]>ClC1C=CC=C(Cl)C=1>[Cl:1][C:2]1[CH:7]=[CH:6][C:5]([C:8]2[C:17]([C:18]([O:20][CH2:21][CH3:22])=[O:19])=[C:16]([C:15]([F:23])([F:24])[F:14])[S:10][N:9]=2)=[CH:4][CH:3]=1. Procedure: Into a 50-mL sealed tube, was placed 5-(4-chlorophenyl)-2H-1,3,4-oxathiazol-2-one (2.2 g, 10.30 mmol, 1.00 equiv), ethyl 4,4,4-trifluorobut-2-ynoate (2.5 g, 15.05 mmol, 1.46 equiv), 1,3-dichlorobenzene (20 mL). The resulting solution was stirred for 18 h at 150° C. in an oil bath. The reaction progress was monitored by LCMS/GCMS/TLC (ethyl acetate/petroleum ether=1:20). The resulting mixture was concentrated under vacuum. The residue was applied onto a silica gel column with petroleum ether. Thi... Reactants: CCOC(=O)c1sc2ncc(Cl)nc2c1N, C[O-], CO, [Na+]. Yields the product CCOC(=O)c1sc2ncc(OC)nc2c1N. As a reaction SMILES: [CH2:1]([CH3:2])[O:3][C:4](=[O:5])[c:6]1[c:7]([NH2:16])[c:8]2[c:9]([n:10][cH:11][c:12]([Cl:14])[n:13]2)[s:15]1.[CH3:17][O-:18].[CH3:20][OH:21].[Na+:19]>>[CH2:1]([CH3:2])[O:3][C:4](=[O:5])[c:6]1[c:7]([NH2:16])[c:8]2[c:9]([n:10][cH:11][c:12]([O:18][CH3:17])[n:13]2)[s:15]1. Reactants: CC1=CC=C(C=C1)S(=O)(=O)OC1CCC2(OCCO2)CC1 (1,4-dioxaspiro[4.5]dec-8-yl 4-methylbenzenesulfonate), C(=O)([O-])[O-].[Cs+].[Cs+] (Cs2CO3), N1N=CC=C1 (pyrazole), IC=1C(=NNC1)OC (4-iodo-3-methoxy-1H-pyrazole), CC1=CC=C(C=C1)S(=O)(=O)OC1CCC2(OCCO2)CC1 (1,4-dioxaspiro[4.5]dec-8-yl 4-methylbenzenesulfonate), C(=O)([O-])[O-].[Cs+].[Cs+] (Cs2CO3). Solvent: CN(C)C=O (DMF). Reaction conditions: temperature 100 celsius. The product is O1CCOC12CCC(CC2)N2N=C(C(=C2)I)OC (1-(1,4-Dioxaspiro[4.5]dec-8-yl)-4-iodo-3-methoxy-1H-pyrazole). As a reaction SMILES: [I:1][C:2]1[C:3]([O:7][CH3:8])=[N:4][NH:5][CH:6]=1.CC1C=CC(S(O[CH:20]2[CH2:29][CH2:28][C:23]3([O:27][CH2:26][CH2:25][O:24]3)[CH2:22][CH2:21]2)(=O)=O)=CC=1.C([O-])([O-])=O.[Cs+].[Cs+].N1C=CC=N1>CN(C=O)C>[O:24]1[C:23]2([CH2:28][CH2:29][CH:20]([N:5]3[CH:6]=[C:2]([I:1])[C:3]([O:7][CH3:8])=[N:4]3)[CH2:21][CH2:22]2)[O:27][CH2:26][CH2:25]1 |f:2.3.4|. Procedure details: A solution of 4-iodo-3-methoxy-1H-pyrazole (0.783 g, 3.50 mmol), 1,4-dioxaspiro[4.5]dec-8-yl 4-methylbenzenesulfonate (1.20 g, 3.84 mmol), and Cs2CO3 (1.71 g, 5.24 mmol) in anhydrous degassed DMF (26.1 mL) was heated to 100° C. for 3 h. From LCMS, there was still starting material (pyrazole) therefore the reaction mixture was charged with an additional 1,4-dioxaspiro[4.5]dec-8-yl 4-methylbenzenesulfonate (0.437 g, 1.40 mmol) and Cs2CO3 (0.683 g, 2.10 mmol) and heated to 100° C. for an additional... The reactants are COCC(=O)Cl (Methoxyacetylchloride), NC1=C2N=C(C(=NC2=CC(=C1Cl)C)OC)OC (5-amino-6-chloro-2,3-dimethoxy-7-methylquinoxaline), N1=CC=CC=C1 (pyridine). The solvent is ClCCl (dichloromethane). Conditions: time 1 hour. The product is ClC=1C(=C2N=C(C(=NC2=CC1C)OC)OC)NC(COC)=O (6-chloro-2,3-dimethoxy-5-methoxyacetamido-7-methylquinoxaline). The yield is 94.3%. Reaction SMILES: [CH3:1][O:2][CH2:3][C:4](Cl)=[O:5].[NH2:7][C:8]1[C:17]([Cl:18])=[C:16]([CH3:19])[CH:15]=[C:14]2[C:9]=1[N:10]=[C:11]([O:22][CH3:23])[C:12]([O:20][CH3:21])=[N:13]2.N1C=CC=CC=1>ClCCl>[Cl:18][C:17]1[C:8]([NH:7][C:4](=[O:5])[CH2:3][O:2][CH3:1])=[C:9]2[C:14](=[CH:15][C:16]=1[CH3:19])[N:13]=[C:12]([O:20][CH3:21])[C:11]([O:22][CH3:23])=[N:10]2. Procedure: Methoxyacetylchloride (2.16 mL, 2.57 g, 23.66 mmol) was added to a solution of 5-amino-6-chloro-2,3-dimethoxy-7-methylquinoxaline (Preparation 113, 5 g, 19.72 mmol) and pyridine (1.91 mL, 1.89 g, 23.66 mmol) in dichloromethane (80 mL) at 0° C. After a further 1 hour at this temperature, the mixture was washed with 2M aqueous hydrochloric acid solution, brine, dried (MgSO4) and concentrated under reduced pressure. The residue was triturated with diisopropyl ether and filtered to give 6-chloro-2,3... The reactants are BrC=1C=NNC1 (4-bromo-1H-pyrazole), C(=O)([O-])[O-].[K+].[K+] (K2CO3), BrCCC(C)(O)C (4-bromo-2-methylbutan-2-ol). The solvent is CN(C)C=O (DMF). Run at time 16 hour. Product: BrC=1C=NN(C1)CCC(C)(O)C (4-(4-Bromo-1H-pyrazol-1-yl)-2-methylbutan-2-ol). Isolated yield 60.0%. Reaction SMILES: [Br:1][C:2]1[CH:3]=[N:4][NH:5][CH:6]=1.C([O-])([O-])=O.[K+].[K+].Br[CH2:14][CH2:15][C:16]([CH3:19])([OH:18])[CH3:17]>CN(C=O)C>[Br:1][C:2]1[CH:3]=[N:4][N:5]([CH2:14][CH2:15][C:16]([CH3:19])([OH:18])[CH3:17])[CH:6]=1 |f:1.2.3|. Procedure: To a solution of 4-bromo-1H-pyrazole (1 g, 6.84 mmol, 1.0 eq) in DMF were added K2CO3 (2.3 g, 17.1 mmol, 2.5 eq.) and 4-bromo-2-methylbutan-2-ol (1.7 g, 10.27 mmol, 1.5 eq.). The mixture was stirred at RT for 16 h. The mixture was quenched and extracted as in Intermediate Example 5(a). The solvent was distilled off to afford the product in 60% yield (0.9 g). LC-MS (ESI): Calculated mass 233.0; Observed mass 235.0. [M+H]+ (rt: 0.64 min). Starting materials: C(C1=CC=CC=C1)Cl (benzylchloride), suspension, [H-].[Na+] (sodium hydride), COC=1C=C(C=CC1OC)C1=NNC([C@H]2CCCC[C@@H]12)=O ((cis)-4-(3,4-Dimethoxyphenyl)-4a,5,6,7,8,8a-hexahydro-2H-phthalazin-1-one). Run in CN(C=O)C (dimethylformamide). Reaction conditions: time 30 minute. Yields the product C(C1=CC=CC=C1)N1C([C@H]2CCCC[C@H]2C(=N1)C1=CC(=C(C=C1)OC)OC)=O ((cis)-2-Benzyl-4-(3,4-dimethoxyphenyl)-4a,5,6,7,8,8a-hexahydro-2H-phthalazin-1-one). As a reaction SMILES: [H-].[Na+].[CH3:3][O:4][C:5]1[CH:6]=[C:7]([C:13]2[C@H:22]3[C@H:17]([CH2:18][CH2:19][CH2:20][CH2:21]3)[C:16](=[O:23])[NH:15][N:14]=2)[CH:8]=[CH:9][C:10]=1[O:11][CH3:12].[CH2:24](Cl)[C:25]1[CH:30]=[CH:29][CH:28]=[CH:27][CH:26]=1>CN(C)C=O>[CH2:24]([N:15]1[N:14]=[C:13]([C:7]2[CH:8]=[CH:9][C:10]([O:11][CH3:12])=[C:5]([O:4][CH3:3])[CH:6]=2)[C@H:22]2[C@H:17]([CH2:18][CH2:19][CH2:20][CH2:21]2)[C:16]1=[O:23])[C:25]1[CH:30]=[CH:29][CH:28]=[CH:27][CH:26]=1 |f:0.1|. Procedure: 6 mmol of a 60% suspension of sodium hydride in mineral oil was added to a suspension of 5 mmol of compound 1 in about 40 ml of dimethylformamide, under a flow of nitrogen at room temperature. After stirring this mixture for 30 minutes, 7 mmol of benzylchloride was added and the resulting mixture was stirred for another 4 hours, after which the solvent was evaporated. The residue was partitioned between ethyl acetate and water, the organic layer was dried over magnesium sulfate and evaporated. T... The reactants are S1C=CC2=C1C=CC(=C2)C(C(=O)O)C(=O)O (2-(1-benzothiophen-5-yl)malonic acid), O.C1(=CC=C(C=C1)S(=O)(=O)O)C (p-toluenesulfonic acid monohydrate). The solvent is C=1(C(=CC=CC1)C)C (xylene). Yields the product S1C=CC2=C1C=CC(=C2)CC(=O)O (2-(1-benzothiophen-5-yl)acetic acid). The yield is 98.3%. As a reaction SMILES: [S:1]1[C:5]2[CH:6]=[CH:7][C:8]([CH:10](C(O)=O)[C:11]([OH:13])=[O:12])=[CH:9][C:4]=2[CH:3]=[CH:2]1.O.C1(C)C=CC(S(O)(=O)=O)=CC=1>C1(C)C(C)=CC=CC=1>[S:1]1[C:5]2[CH:6]=[CH:7][C:8]([CH2:10][C:11]([OH:13])=[O:12])=[CH:9][C:4]=2[CH:3]=[CH:2]1 |f:1.2|. Reported procedure: To xylene (2 mL) suspension of 0.10 g of 2-(1-benzothiophen-5-yl)malonic acid was added 4 mg of p-toluenesulfonic acid monohydrate, which was then refluxed for 1 hour. The solvent was distilled off under reduced pressure, and to the resultant residue was added cyclohexane. The precipitate was collected by filtration to provide 0.08 g of 2-(1-benzothiophen-5-yl)acetic acid as white solid form.